Task: describe an organic reaction: reactants, conditions, products, and yield. Dataset: the Open Reaction Database (ORD), a public repository of structured organic reaction records Starting materials: CCOC(=O)N1CCC2(CC1)CC(O)CO2, C1CCOC1, CI, [H-], [Na+], O. Product: CCOC(=O)N1CCC2(CC1)CC(OC)CO2. RXN SMILES: [CH2:1]([CH3:2])[O:3][C:4](=[O:5])[N:6]1[CH2:7][CH2:8][C:9]2([CH2:10][CH:11]([OH:14])[CH2:12][O:13]2)[CH2:15][CH2:16]1.[CH2:21]1[O:22][CH2:23][CH2:24][CH2:25]1.[CH3:19][I:20].[H-:17].[Na+:18].[OH2:26]>>[CH2:1]([CH3:2])[O:3][C:4](=[O:5])[N:6]1[CH2:7][CH2:8][C:9]2([CH2:10][CH:11]([O:14][CH3:19])[CH2:12][O:13]2)[CH2:15][CH2:16]1.